Dataset: the Open Reaction Database (ORD), a public repository of structured organic reaction records. Task: describe an organic reaction: reactants, conditions, products, and yield Starting materials: BrC=1C=C(C(=C(C(=O)NCC=2C(NC(=CC2C)C)=O)C1)C)N(CC)C1CCCC1 (5-bromo-3-(cyclopentyl(ethyl)amino)-N-((4,6-dimethyl-2-oxo-1,2-dihydropyridin-3-yl)methyl)-2-methylbenzamide), O1CCN(CC1)CC1=CC=C(C=C1)B(O)O ((4-(morpholinomethyl)phenyl)boronic acid), C(=O)([O-])[O-].[Na+].[Na+] (Na2CO3). The solvent is O1CCOCC1.O (dioxane water). Yields the product C1(CCCC1)N(C=1C(=C(C=C(C1)C1=CC=C(C=C1)CN1CCOCC1)C(=O)NCC=1C(NC(=CC1C)C)=O)C)CC (5-(cyclopentyl(ethyl)amino)-N-((4,6-dimethyl-2-oxo-1,2-dihydropyridin-3-yl)methyl)-4-methyl-4′-(morpholinomethyl)-[1,1′-biphenyl]-3-carboxamide). The yield is 41.3%. Reported procedure: To a stirred solution of 5-bromo-3-(cyclopentyl(ethyl)amino)-N-((4,6-dimethyl-2-oxo-1,2-dihydropyridin-3-yl)methyl)-2-methylbenzamide (0.3 g, 0.653 mmol) and (4-(morpholinomethyl)phenyl)boronic acid (0.216 g, 0.98 mmol) in dioxane/water mixture (5 mL+1 mL), Na2CO3 (0.249 g, 2.35 mmol) was added and solution purged with argon for 15 min. Then Pd(PPh3)4 (0.075 g, 0.065 mmol) was added and argon was purged again for 10 min. The reaction mixture was heated at 100° C. for 3 h. On completion, the reac... Run at temperature 100 celsius. Reaction SMILES: Br[C:2]1[CH:3]=[C:4]([N:22]([CH:25]2[CH2:29][CH2:28][CH2:27][CH2:26]2)[CH2:23][CH3:24])[C:5]([CH3:21])=[C:6]([CH:20]=1)[C:7]([NH:9][CH2:10][C:11]1[C:12](=[O:19])[NH:13][C:14]([CH3:18])=[CH:15][C:16]=1[CH3:17])=[O:8].[O:30]1[CH2:35][CH2:34][N:33]([CH2:36][C:37]2[CH:42]=[CH:41][C:40](B(O)O)=[CH:39][CH:38]=2)[CH2:32][CH2:31]1.C([O-])([O-])=O.[Na+].[Na+]>O1CCOCC1.O.C1C=CC([P]([Pd]([P](C2C=CC=CC=2)(C2C=CC=CC=2)C2C=CC=CC=2)([P](C2C=CC=CC=2)(C2C=CC=CC=2)C2C=CC=CC=2)[P](C2C=CC=CC=2)(C2C=CC=CC=2)C2C=CC=CC=2)(C2C=CC=CC=2)C2C=CC=CC=2)=CC=1>[CH:25]1([N:22]([CH2:23][CH3:24])[C:4]2[C:5]([CH3:21])=[C:6]([C:7]([NH:9][CH2:10][C:11]3[C:12](=[O:19])[NH:13][C:14]([CH3:18])=[CH:15][C:16]=3[CH3:17])=[O:8])[CH:20]=[C:2]([C:40]3[CH:39]=[CH:38][C:37]([CH2:36][N:33]4[CH2:34][CH2:35][O:30][CH2:31][CH2:32]4)=[CH:42][CH:41]=3)[CH:3]=2)[CH2:29][CH2:28][CH2:27][CH2:26]1 |f:2.3.4,5.6,^1:62,64,83,102|. Reagents/catalysts: C=1C=CC(=CC1)[P](C=2C=CC=CC2)(C=3C=CC=CC3)[Pd]([P](C=4C=CC=CC4)(C=5C=CC=CC5)C=6C=CC=CC6)([P](C=7C=CC=CC7)(C=8C=CC=CC8)C=9C=CC=CC9)[P](C=1C=CC=CC1)(C=1C=CC=CC1)C=1C=CC=CC1 (Pd(PPh3)4). Reactants: C(CCC)[Li] (butyl lithium), BrC1=CSC=C1C (3-bromo-4-methylthiophene), S(=O)=O (sulfur dioxide). The solvent is CCCCCC (hexane), C(C)OCC (ethyl ether). Conditions: time 8 hour. Yields the product CC=1C(=CSC1)S(=O)[O-].[Li+] (Lithium 4-methyl-3-thiophenesulfinate). RXN SMILES: Br[C:2]1[C:6]([CH3:7])=[CH:5][S:4][CH:3]=1.C([Li:12])CCC.[S:13](=[O:15])=[O:14]>C(OCC)C.CCCCCC>[CH3:7][C:6]1[C:2]([S:13]([O-:15])=[O:14])=[CH:3][S:4][CH:5]=1.[Li+:12] |f:5.6|. Reported procedure: To 30 g of 3-bromo-4-methylthiophene in 150 ml of anhydrous ethyl ether under nitrogen at -70° to -75° C. was added, cautiously, during 30 minutes 111 ml of 1.6M butyl lithium in hexane. The mixture was stirred for an additional thirty minutes and then 30 ml of liquified sulfur dioxide was added at such a rate that the temperature of the reaction mixture was maintained below -70° C. Upon completion of the addition, the mixture was stirred for an additional 90 minutes at -75° C. and then allowed ... The reactants are resultant solution, C(=C)N1C(CCC1)=O.C(C)(=O)OC=C (1-vinylpyrrolidone vinyl acetate), [OH-].[Na+] (sodium hydroxide). Run in CO (methanol). Conditions: time 48 hour. Yields the product C(=C)N1C(CCC1)=O.C(=C)O (1-Vinyl Pyrrolidone Vinyl Alcohol). Isolated yield 50.8%. Reaction SMILES: [OH-].[Na+].[CH:3]([N:5]1[CH2:9][CH2:8][CH2:7][C:6]1=[O:10])=[CH2:4].[C:11](OC=C)(=[O:13])[CH3:12]>CO>[CH:3]([N:5]1[CH2:9][CH2:8][CH2:7][C:6]1=[O:10])=[CH2:4].[CH:11]([OH:13])=[CH2:12] |f:0.1,2.3,5.6|. Reported procedure: 0.19 g (4.8 mmole) of sodium hydroxide was dissolved in 4.7 ml of methanol. The resultant solution was added to 800 mg of 1-vinylpyrrolidone/vinyl acetate copolymer (V). The mixture was stirred at room temperature for 48 hours. The hydrolyzed product, 1-vinyl pyrrolidone/vinyl alcohol copolymer was precipitated out in 10-fold excess of diethyl ether three times. The solid was then dried under vacuum at 60° C. overnight to yield 320 mg of 1-vinyl pyrrolidone/vinyl alcohol copolymer (VI). IR (KBr ... Starting materials: S(O)(O)(=O)=O (sulfuric acid), water ice, NC1=NC=CC2=CC=CC=C12 (1-aminoisoquinoline), [N+](=O)([O-])[O-].[K+] (KNO3). The solvent is O (water). Conditions: temperature 0 celsius. Yields the product NC1=NC=C(C2=CC=CC=C12)[N+](=O)[O-].OS(=O)(=O)O (1-amino-4-nitroisoquinoline H2SO4). Yield: 62.0%. Reaction SMILES: [S:1](=[O:5])(=[O:4])([OH:3])[OH:2].[NH2:6][C:7]1[C:16]2[C:11](=[CH:12][CH:13]=[CH:14][CH:15]=2)[CH:10]=[CH:9][N:8]=1.[N+:17]([O-])([O-:19])=[O:18].[K+]>O>[NH2:6][C:7]1[C:16]2[C:11](=[CH:12][CH:13]=[CH:14][CH:15]=2)[C:10]([N+:17]([O-:19])=[O:18])=[CH:9][N:8]=1.[OH:4][S:1]([OH:5])(=[O:3])=[O:2] |f:2.3,5.6|. Procedure: Cool sulfuric acid (900 mL) to 5° C. using an ice/acetone bath, then add 1-aminoisoquinoline (208.8 g, 1448 mmol) over 45 min keeping the internal temperature of the mixture <20° C. Cool the dark mixture to 0° C. under nitrogen with mechanical stirring then treat with KNO3 (149.4 g, 1477 mmol) in portions over 45 min keeping the reaction mixture's temperature <10° C. Stir the mixture for 2 hours while warming to 15° C. Pour the mixture into water/ice (3 kg) then dilute with additional water (6 L...